This data is from the Open Reaction Database (ORD), a public repository of structured organic reaction records. The task is: describe an organic reaction: reactants, conditions, products, and yield Reaction conditions: temperature 80 celsius, time 8 hour. Reported procedure: A slurry of 1-acetyl-5-(methyloxy)-2,3-dihydro-1H-indol-6-amine (212 mg, 2 mmol), 2-({2-chloro-7-[(4-methylphenyl)sulfonyl]-7H-pyrrolo[2,3-d]pyrimidin-4-yl}amino)-6-fluorobenzamide (836 mg, 1.8 mmol), KI (5.6 mg, 0.03 mmol) in 2,2,2-trifluoroethanol (10 mL) was treated with a 4 N HCl solution in dioxane (1.8 mL, 7.2 mmol). The reaction mixture was heated at 80° C. overnight in a sealed vessel, then was allowed to cool to rt Half of the reaction mixture was diluted with THF (100 mL) and a 27% aqu... The product is C(C)(=O)N1CCC2=CC(=C(C=C12)NC=1N=C(C2=C(N1)N(C=C2)S(=O)(=O)C2=CC=C(C=C2)C)NC2=C(C(=O)N)C(=CC=C2)F)OC (2-({2-{[1-acetyl-5-(methyloxy)-2,3-dihydro-1H-indol-6-yl]amino}-7-[(4-methylphenyl)sulfonyl]-7H-pyrrolo[2,3-d]pyrimidin-4-yl}amino)-6-fluorobenzamide). Run in FC(CO)(F)F (2,2,2-trifluoroethanol), C1CCOC1 (THF). Reaction SMILES: [C:1]([N:4]1[C:12]2[C:7](=[CH:8][C:9]([O:14][CH3:15])=[C:10]([NH2:13])[CH:11]=2)[CH2:6][CH2:5]1)(=[O:3])[CH3:2].Cl[C:17]1[N:18]=[C:19]([NH:36][C:37]2[CH:45]=[CH:44][CH:43]=[C:42]([F:46])[C:38]=2[C:39]([NH2:41])=[O:40])[C:20]2[CH:25]=[CH:24][N:23]([S:26]([C:29]3[CH:34]=[CH:33][C:32]([CH3:35])=[CH:31][CH:30]=3)(=[O:28])=[O:27])[C:21]=2[N:22]=1.Cl.O1CCOCC1.[NH4+].[OH-]>FC(F)(F)CO.C1COCC1>[C:1]([N:4]1[C:12]2[C:7](=[CH:8][C:9]([O:14][CH3:15])=[C:10]([NH:13][C:17]3[N:18]=[C:19]([NH:36][C:37]4[CH:45]=[CH:44][CH:43]=[C:42]([F:46])[C:38]=4[C:39]([NH2:41])=[O:40])[C:20]4[CH:25]=[CH:24][N:23]([S:26]([C:29]5[CH:34]=[CH:33][C:32]([CH3:35])=[CH:31][CH:30]=5)(=[O:27])=[O:28])[C:21]=4[N:22]=3)[CH:11]=2)[CH2:6][CH2:5]1)(=[O:3])[CH3:2] |f:4.5|. Starting materials: C(C)(=O)N1CCC2=CC(=C(C=C12)N)OC (1-acetyl-5-(methyloxy)-2,3-dihydro-1H-indol-6-amine), ClC=1N=C(C2=C(N1)N(C=C2)S(=O)(=O)C2=CC=C(C=C2)C)NC2=C(C(=O)N)C(=CC=C2)F (2-({2-chloro-7-[(4-methylphenyl)sulfonyl]-7H-pyrrolo[2,3-d]pyrimidin-4-yl}amino)-6-fluorobenzamide), Cl (HCl), O1CCOCC1 (dioxane), [NH4+].[OH-] (NH4OH). The reactants are O1CCCC1.C(C)O (tetrahydrofuran ethanol), [N+](=O)([O-])C1=CC=C(C(=O)OCCCCC(CO[N+](=O)[O-])O[N+](=O)[O-])C=C1 (5,6-bis(nitrooxy)hexyl 4-nitrobenzoate), [OH-].[Na+] (sodium hydroxide). Run in C([O-])(O)=O.[Na+] (sodium bicarbonate). Conditions: time 3 hour. The product is [N+](=O)(OCC(CCCCO)O[N+](=O)[O-])[O-] (6-hydroxyhexane-1,2-diyl dinitrate). RXN SMILES: O1CCCC1.C(O)C.[N+](C1C=CC(C([O:18][CH2:19][CH2:20][CH2:21][CH2:22][CH:23]([O:29][N+:30]([O-:32])=[O:31])[CH2:24][O:25][N+:26]([O-:28])=[O:27])=O)=CC=1)([O-])=O.[OH-].[Na+]>C(=O)(O)[O-].[Na+]>[N+:26]([O-:28])([O:25][CH2:24][CH:23]([O:29][N+:30]([O-:32])=[O:31])[CH2:22][CH2:21][CH2:20][CH2:19][OH:18])=[O:27] |f:0.1,3.4,5.6|. Procedure: To a tetrahydrofuran/ethanol 1:1 (12 mL) solution of 5,6-bis(nitrooxy)hexyl 4-nitrobenzoate (2.5 g, 6.70 mmol) at 0° C. was added 2.5 N sodium hydroxide (6.5 mL) dropwise. The solution was stirred at room temperature for 3 hours. The solution was diluted with a solution of sodium bicarbonate (10 mL) and extracted with ethyl acetate (3×25 mL). The organic layer was washed with brine, dried over sodium sulfate, and concentrated in vacuo, affording the title compound. 1H NMR (300 MHz, CDCl3) δ: 5.4...